This data is from the Open Reaction Database (ORD), a public repository of structured organic reaction records. The task is: describe an organic reaction: reactants, conditions, products, and yield Starting materials: CC#N, Cc1nc2ccccc2c(=O)n1CCCl, [K+], [K+], Fc1ccc2c(C3CCNCC3)noc2c1, O=C([O-])[O-]. Product: Cc1nc2ccccc2c(=O)n1CCN1CCC(c2noc3cc(F)ccc23)CC1. RXN SMILES: [CH3:38][C:39]#[N:40].[Cl:23][CH2:24][CH2:25][n:26]1[c:27]([CH3:37])[n:28][c:29]2[cH:30][cH:31][cH:32][cH:33][c:34]2[c:35]1=[O:36].[K+:17].[K+:18].[NH:1]1[CH2:2][CH2:3][CH:4]([c:7]2[n:8][o:9][c:10]3[c:11]2[cH:12][cH:13][c:14]([F:16])[cH:15]3)[CH2:5][CH2:6]1.[O-:19][C:20]([O-:21])=[O:22]>>[N:1]1([CH2:24][CH2:25][n:26]2[c:27]([CH3:37])[n:28][c:29]3[cH:30][cH:31][cH:32][cH:33][c:34]3[c:35]2=[O:36])[CH2:2][CH2:3][CH:4]([c:7]2[n:8][o:9][c:10]3[c:11]2[cH:12][cH:13][c:14]([F:16])[cH:15]3)[CH2:5][CH2:6]1. Reactants: NC1=CC=C(C=N1)N1CC2CCC(C1)N2C(=O)OC(C)(C)C (tert-butyl 3-(6-amino-3-pyridinyl)-3,8-diazabicyclo[3.2.1]octane-8-carboxylate), N(=O)[O-].[Na+] (sodium nitrite), Cl.CCOCC (HCl ether), C(=O)(O)[O-].[Na+] (NaHCO3). Run in Cl (HCl). Run at time 8 hour. Product: Cl.Cl.ClC1=CC=C(C=N1)N1CC2CCC(C1)N2 (3-(6-chloro-3-pyridinyl)-3,8-diazabicyclo[3.2.1]octane dihydrochloride). Isolated yield 43.0%. Reaction SMILES: N[C:2]1[N:7]=[CH:6][C:5]([N:8]2[CH2:14][CH:13]3[N:15](C(OC(C)(C)C)=O)[CH:10]([CH2:11][CH2:12]3)[CH2:9]2)=[CH:4][CH:3]=1.N([O-])=O.[Na+].C([O-])(O)=O.[Na+].[ClH:32].CCOCC>Cl>[ClH:32].[ClH:32].[Cl:32][C:2]1[N:7]=[CH:6][C:5]([N:8]2[CH2:14][CH:13]3[NH:15][CH:10]([CH2:11][CH2:12]3)[CH2:9]2)=[CH:4][CH:3]=1 |f:1.2,3.4,5.6,8.9.10|. Procedure details: The product from Example 11A (0.03 g; 0.103 mmol) in 12M HCl (0.13 mL) was treated with sodium nitrite (10 mg, 0.129 mmol) at 0° C. The reaction mixture was allowed to warm to ambient temperature and stir overnight. The mixture was neutralized by addition of NaHCO3 and then extracted with CH2Cl2. The extracts were dried (Na2SO4), concentrated under reduced pressure, and the residue purified on SiO2 (10% MeOH/CH2Cl2/1% NH4OH) to provide the free base. The free base was treated with 1M HCl/ether t... The reactants are ClC1=CC=C(C=O)C=C1 (4-Chlorobenzaldehyde), [Br-].BrCCCC[P+](C1=CC=CC=C1)(C1=CC=CC=C1)C1=CC=CC=C1 (4-bromobutyl-triphenylphosphonium bromide). The product is BrCCC/C=C/C1=CC=C(C=C1)Cl ((E)-5-bromo-1-(4-chlorophenyl)-1-pentene). RXN SMILES: [Cl:1][C:2]1[CH:9]=[CH:8][C:5]([CH:6]=O)=[CH:4][CH:3]=1.[Br-].[Br:11][CH2:12][CH2:13][CH2:14][CH2:15][P+](C1C=CC=CC=1)(C1C=CC=CC=1)C1C=CC=CC=1>>[Br:11][CH2:12][CH2:13][CH2:14]/[CH:15]=[CH:6]/[C:5]1[CH:8]=[CH:9][C:2]([Cl:1])=[CH:3][CH:4]=1 |f:1.2|. Procedure details: 4-Chlorobenzaldehyde (1.0 g) and 4-bromobutyl-triphenylphosphonium bromide (4.08 g) were treated in the same manner as in Preparation Example 83 to obtain the title compound. The reactants are C(C1=CC=CC=C1)N1C(CCCC1)=O (1-benzylpiperidone), II (iodine), [Mg] (magnesium), C(C1=CC=CC=C1)N1CCC(CC1)(C1=CC=C(C=C1)C)O (1-Benzyl-4-hydroxy-4-(4-methylphenyl)piperidine), [Cl-].[NH4+] (ammonium chloride), BrC1=CC=C(C=C1)C (p-bromotoluene). The reagents and catalysts are BrC1=CC=C(C=C1)C (p-bromotoluene). Run in C(C)OCC (diethyl ether), C(C)OCC (diethyl ether), C(C)OCC (diethyl ether). Conditions: temperature 20 celsius, time 30 minute. Yields the product CC1=CC=C(C=C1)N1C(CCCC1)=O ((4-methylphenyl)piperidone). The yield is 74.6%. As a reaction SMILES: C(N1CCC(O)(C2C=CC(C)=CC=2)CC1)C1C=CC=CC=1.II.[Mg].Br[C:26]1[CH:31]=[CH:30][C:29]([CH3:32])=[CH:28][CH:27]=1.C([N:40]1[CH2:45][CH2:44][CH2:43][CH2:42][C:41]1=[O:46])C1C=CC=CC=1.[Cl-].[NH4+]>BrC1C=CC(C)=CC=1.C(OCC)C>[CH3:32][C:29]1[CH:30]=[CH:31][C:26]([N:40]2[CH2:45][CH2:44][CH2:43][CH2:42][C:41]2=[O:46])=[CH:27][CH:28]=1 |f:5.6|. Procedure: 1-Benzyl-4-hydroxy-4-(4-methylphenyl)piperidine may be prepared in the following manner: several drops of p-bromotoluene and a crystal of iodine are added to magnesium turnings (1.7 g) in diethyl ether (25 cc), under a current of argon. The mixture in heated to boiling, then a solution of p-bromotoluene (12.1 g) in diethyl ether (70 cc) is poured in in such a manner as to maintain the reflux. The reaction medium is stirred for 30 minutes at the boiling point of the solvent, then cooled to a temp... Reactants: CC(C)(C)OC(=O)N1CCCC1C(=O)O (Boc-Pro-OH), Cc1cc(Br)ccn1 (2-methyl,4-bromopyridine). The reagents and catalysts are [Cs+].[Cs+].[O-]C([O-])=O (CsCO3), CC(C)(C)C1=CC(=NC=C1)C2=NC=CC(=C2)C(C)(C)C (4,4-di-tert-butyl-2,2-bipyridyl), COCCOC.Cl[Ni]Cl (NiCl2-glyme), CC(C)(C)C1=CC2=N(->[Ir+]34(<-N5=CC(C(F)(F)F)=CC=C5C5=C(F)C=C(F)C=C53)(<-N3=CC(C(F)(F)F)=CC=C3C3=C(F)C=C(F)C=C34)<-N3=C2C=C(C(C)(C)C)C=C3)C=C1.F[P-](F)(F)(F)(F)F (Ir[dF(CF3)ppy]2(dtbbpy)PF6). Run in CN(C)C=O (DMF). Conditions: temperature 23 celsius, time 72 hour. The product is Cc1cc(C2CCCN2C(=O)OC(C)(C)C)ccn1. Yield: 85.0%. Procedure details: Prior to irradiation, the reaction mixture was degassed by bubbling argon for 20 minutes